Dataset: the Open Reaction Database (ORD), a public repository of structured organic reaction records. Task: describe an organic reaction: reactants, conditions, products, and yield The reactants are ClC=1C(=NC=2C=C3C(=CC2N1)CCC3)C3=NC=CC=C3 (2-chloro-3-pyridin-2-yl-7,8-dihydro-6H-cyclopenta[g]quinoxaline), CN(C1CCC(CC1)N)C (N,N-dimethyl-cyclohexane-1,4-diamine). The solvent is C1(=CC=CC=C1)C (toluene). Yields the product CN(C1CCC(CC1)NC=1C(=NC=2C=C3C(=CC2N1)CCC3)C3=NC=CC=C3)C (N,N-Dimethyl-N′-(3-pyridin-2-yl-7,8-dihydro-6H-cyclopenta[g]quinoxalin-2yl)-cyclohexane-1,4-diamine). Isolated yield 43.6%. As a reaction SMILES: Cl[C:2]1[C:3]([C:15]2[CH:20]=[CH:19][CH:18]=[CH:17][N:16]=2)=[N:4][C:5]2[CH:6]=[C:7]3[CH2:14][CH2:13][CH2:12][C:8]3=[CH:9][C:10]=2[N:11]=1.[CH3:21][N:22]([CH3:30])[CH:23]1[CH2:28][CH2:27][CH:26]([NH2:29])[CH2:25][CH2:24]1>C1(C)C=CC=CC=1>[CH3:21][N:22]([CH3:30])[CH:23]1[CH2:28][CH2:27][CH:26]([NH:29][C:2]2[C:3]([C:15]3[CH:20]=[CH:19][CH:18]=[CH:17][N:16]=3)=[N:4][C:5]3[CH:6]=[C:7]4[CH2:14][CH2:13][CH2:12][C:8]4=[CH:9][C:10]=3[N:11]=2)[CH2:25][CH2:24]1. Procedure details: A solution of 2-chloro-3-pyridin-2-yl-7,8-dihydro-6H-cyclopenta[g]quinoxaline (0.5 g) and N,N-dimethyl-cyclohexane-1,4-diamine (0.51 g) in toluene (30 mL) was refluxed under nitrogen atmosphere for 16 hours. The reaction was cooled, filtered, and concentrated under vacuum. The residue was purified by flash chromatography (silica gel, 1:19 methanol/dichloromethane) to give a yellow solid. Recrystallization from methanol and water gave the product as yellow crystals ( 0.3 g); mp 158-161° C. The reactants are FC1=CC=C(C=C1)N1N=CC2=CC(=CC=C12)O[C@@H]([C@H](C)N)C1=CC(=CC=C1)OC ((1R,2S)-1-[1-(4-fluorophenyl)-indazol-5-yl]oxy-1-(3-methoxyphenyl)-propan-2-amine), COCCOCC(=O)Cl (2-(2-methoxyethoxy)acetyl chloride). Product: FC1=CC=C(C=C1)N1N=CC2=CC(=CC=C12)O[C@@H]([C@H](C)NC(COCCOC)=O)C1=CC(=CC=C1)OC (N-[(1R,2S)-1-[1-(4-Fluorophenyl)indazol-5-yl]oxy-1-(3-methoxyphenyl)propan-2-yl]-2-(2-methoxyethoxy)acetamide). RXN SMILES: [F:1][C:2]1[CH:7]=[CH:6][C:5]([N:8]2[C:16]3[C:11](=[CH:12][C:13]([O:17][C@H:18]([C:22]4[CH:27]=[CH:26][CH:25]=[C:24]([O:28][CH3:29])[CH:23]=4)[C@@H:19]([NH2:21])[CH3:20])=[CH:14][CH:15]=3)[CH:10]=[N:9]2)=[CH:4][CH:3]=1.[CH3:30][O:31][CH2:32][CH2:33][O:34][CH2:35][C:36](Cl)=[O:37]>>[F:1][C:2]1[CH:3]=[CH:4][C:5]([N:8]2[C:16]3[C:11](=[CH:12][C:13]([O:17][C@H:18]([C:22]4[CH:27]=[CH:26][CH:25]=[C:24]([O:28][CH3:29])[CH:23]=4)[C@@H:19]([NH:21][C:36](=[O:37])[CH2:35][O:34][CH2:33][CH2:32][O:31][CH3:30])[CH3:20])=[CH:14][CH:15]=3)[CH:10]=[N:9]2)=[CH:6][CH:7]=1. Procedure details: Prepared as described in Example 1 using (1R,2S)-1-[1-(4-fluorophenyl)-indazol-5-yl]oxy-1-(3-methoxyphenyl)-propan-2-amine (50 mg, 0.13 mmol) and 2-(2-methoxyethoxy)acetyl chloride (0.039 mL, 0.38 mmol). Yield 52 mg (80%). Starting materials: OCCC1CN(CCN1)C(=O)OC(C)(C)C (tert-butyl 3-(2-hydroxyethyl)piperazine-1-carboxylate), BrCC(=O)C=1C(=C(C#N)C(=CC1)F)C (3-(2-Bromoacetyl)-6-fluoro-2-methylbenzonitrile), CCN(C(C)C)C(C)C (Hunig's base). Solvent: [Cl-].[Na+].O (brine), C1CCOC1 (THF). Run at time 8 hour. Product: C(#N)C=1C(=C(C=CC1F)C(CN1C(CN(CC1)C(=O)OC(C)(C)C)CCO)=O)C (tert-butyl 4-(2-(3-cyano-4-fluoro-2-methylphenyl)-2-oxoethyl)-3-(2-hydroxyethyl)piperazine-1-carboxylate). As a reaction SMILES: Br[CH2:2][C:3]([C:5]1[C:6]([CH3:14])=[C:7]([C:10]([F:13])=[CH:11][CH:12]=1)[C:8]#[N:9])=[O:4].[OH:15][CH2:16][CH2:17][CH:18]1[NH:23][CH2:22][CH2:21][N:20]([C:24]([O:26][C:27]([CH3:30])([CH3:29])[CH3:28])=[O:25])[CH2:19]1.CCN(C(C)C)C(C)C>C1COCC1.[Cl-].[Na+].O>[C:8]([C:7]1[C:6]([CH3:14])=[C:5]([C:3](=[O:4])[CH2:2][N:23]2[CH2:22][CH2:21][N:20]([C:24]([O:26][C:27]([CH3:28])([CH3:29])[CH3:30])=[O:25])[CH2:19][CH:18]2[CH2:17][CH2:16][OH:15])[CH:12]=[CH:11][C:10]=1[F:13])#[N:9] |f:4.5.6|. Procedure: 3-(2-Bromoacetyl)-6-fluoro-2-methylbenzonitrile (prepared as described above, 5.11 g, 20.0 mmol) was dissolved in THF (100 mL), then known, commercially available compound tert-butyl 3-(2-hydroxyethyl)piperazine-1-carboxylate (4.60 g, 20.0 mmol) was added, followed by Hunig's base (6.96 mL, 39.9 mmol) and the mixture was stirred overnight. The reaction mixed was poured into brine and extracted with ethyl acetate (twice), dried over Na2SO4, filtered and concentrated. The product was purified by M... Reactants: COC1=C(C=CC=C1)NS(=O)(=O)C1=NC=C(C=C1)C(C)C (5-isopropyl-pyridine-2-sulfonic acid (2-methoxy-phenyl)-amide), BrCC(=O)OC(C)(C)C (tert-butyl bromoacetate). The product is C(C)(C)C=1C=CC(=NC1)S(=O)(=O)N(C1=C(C=CC=C1)OC)CC(=O)O ([(5-Isopropyl-pyridine-2-sulfonyl)-(2-methoxy-phenyl)-amino]-acetic acid). RXN SMILES: [CH3:1][O:2][C:3]1[CH:8]=[CH:7][CH:6]=[CH:5][C:4]=1[NH:9][S:10]([C:13]1[CH:18]=[CH:17][C:16]([CH:19]([CH3:21])[CH3:20])=[CH:15][N:14]=1)(=[O:12])=[O:11].Br[CH2:23][C:24]([O:26]C(C)(C)C)=[O:25]>>[CH:19]([C:16]1[CH:17]=[CH:18][C:13]([S:10]([N:9]([CH2:23][C:24]([OH:26])=[O:25])[C:4]2[CH:5]=[CH:6][CH:7]=[CH:8][C:3]=2[O:2][CH3:1])(=[O:12])=[O:11])=[N:14][CH:15]=1)([CH3:21])[CH3:20]. Reported procedure: prepared by reaction of 5-isopropyl-pyridine-2-sulfonic acid (2-methoxy-phenyl)-amide with tert-butyl bromoacetate Starting materials: [Al+3], [Cl-], [Cl-], [Cl-], ClCCl, Cl, O=C1CCC(=O)O1, c1ccc2c(c1)oc1ccccc12. Product: O=C(O)CCC(=O)c1ccc2oc3ccccc3c2c1. RXN SMILES: [Al+3:2].[Cl-:1].[Cl-:3].[Cl-:4].[Cl:26][CH2:27][Cl:28].[ClH:25].[O:18]=[C:19]1[CH2:20][CH2:21][C:22](=[O:23])[O:24]1.[cH:5]1[cH:6][cH:7][c:8]2[c:9]([cH:10]1)[o:11][c:12]1[cH:13][cH:14][cH:15][cH:16][c:17]21>>[cH:5]1[cH:6][cH:7][c:8]2[c:9]([cH:10]1)[o:11][c:12]1[cH:13][cH:14][c:15]([C:22]([CH2:21][CH2:20][C:19](=[O:18])[OH:24])=[O:23])[cH:16][c:17]21. The reactants are CCN=C=NCCCN(C)C, CN(C)c1ccncc1, ClCCl, Cl, O=C(O)CC(NC(=O)C1CC(=O)N(c2cccc(NC(=O)NCc3ccccc3)c2)C1)c1cccnc1, NS(=O)(=O)c1ccccc1. The product is O=C(CC(NC(=O)C1CC(=O)N(c2cccc(NC(=O)NCc3ccccc3)c2)C1)c1cccnc1)NS(=O)(=O)c1ccccc1. As a reaction SMILES: [CH2:49]([N:50]=[C:51]=[N:52][CH2:53][CH2:54][CH2:55][N:56]([CH3:57])[CH3:58])[CH3:59].[CH3:60][N:61]([CH3:62])[c:63]1[cH:64][cH:65][n:66][cH:67][cH:68]1.[Cl:69][CH2:70][Cl:71].[ClH:48].[O:1]=[C:2]1[CH2:3][CH:4]([C:24](=[O:25])[NH:26][CH:27]([CH2:28][C:29](=[O:30])[OH:31])[c:32]2[cH:33][n:34][cH:35][cH:36][cH:37]2)[CH2:5][N:6]1[c:7]1[cH:8][c:9]([NH:13][C:14](=[O:15])[NH:16][CH2:17][c:18]2[cH:19][cH:20][cH:21][cH:22][cH:23]2)[cH:10][cH:11][cH:12]1.[c:38]1([S:44](=[O:45])(=[O:46])[NH2:47])[cH:39][cH:40][cH:41][cH:42][cH:43]1>>[O:1]=[C:2]1[CH2:3][CH:4]([C:24](=[O:25])[NH:26][CH:27]([CH2:28][C:29](=[O:31])[NH:47][S:44]([c:38]2[cH:39][cH:40][cH:41][cH:42][cH:43]2)(=[O:45])=[O:46])[c:32]2[cH:33][n:34][cH:35][cH:36][cH:37]2)[CH2:5][N:6]1[c:7]1[cH:8][c:9]([NH:13][C:14](=[O:15])[NH:16][CH2:17][c:18]2[cH:19][cH:20][cH:21][cH:22][cH:23]2)[cH:10][cH:11][cH:12]1. Starting materials: CN(CC\C=C/C1=CC2=NC=CC(=C2S1)OC1=C(C=C(N)C=C1)F)C ((Z)-4-(2-(4-(Dimethylamino)but-1-enyl)thieno[3,2-b]pyridin-7-yloxy)-3-fluoroaniline), CN(C(CC(=O)O)=O)C1=CC=CC=C1 (3-(Methyl(phenyl)amino)-3-oxopropanoic acid), C(CCl)Cl (EDC), CN(C(CC(=O)O)=O)C1=CC=CC=C1 (3-(Methyl(phenyl)amino)-3-oxopropanoic acid), C(CCl)Cl (EDC). The solvent is CN(C)C=O (DMF), CCOC(=O)C (EtOAc). Conditions: time 6 hour. Yields the product CN(CC\C=C/C1=CC2=NC=CC(=C2S1)OC1=C(C=C(C=C1)NC(CC(=O)N(C1=CC=CC=C1)C)=O)F)C ((Z)—N1-(4-(2-(4-(Dimethylamino)but-1-enyl)thieno[3,2-b]pyridin-7-yloxy)-3-fluorophenyl)-N3-methyl-N3-phenylmalonamide). Isolated yield 34.2%. As a reaction SMILES: [CH3:1][N:2]([CH3:25])[CH2:3][CH2:4]/[CH:5]=[CH:6]\[C:7]1[S:15][C:14]2[C:9](=[N:10][CH:11]=[CH:12][C:13]=2[O:16][C:17]2[CH:23]=[CH:22][C:20]([NH2:21])=[CH:19][C:18]=2[F:24])[CH:8]=1.[CH3:26][N:27]([C:34]1[CH:39]=[CH:38][CH:37]=[CH:36][CH:35]=1)[C:28](=[O:33])[CH2:29][C:30](O)=[O:31].C(Cl)CCl>CN(C=O)C.CCOC(C)=O>[CH3:25][N:2]([CH3:1])[CH2:3][CH2:4]/[CH:5]=[CH:6]\[C:7]1[S:15][C:14]2[C:9](=[N:10][CH:11]=[CH:12][C:13]=2[O:16][C:17]2[CH:23]=[CH:22][C:20]([NH:21][C:30](=[O:31])[CH2:29][C:28]([N:27]([CH3:26])[C:34]3[CH:35]=[CH:36][CH:37]=[CH:38][CH:39]=3)=[O:33])=[CH:19][C:18]=2[F:24])[CH:8]=1. Reported procedure: A solution of (Z)-4-(2-(4-(dimethylamino)but-1-enyl)thieno[3,2-b]pyridin-7-yloxy)-3-fluoroaniline (235) (69.1 mg, 0.193 mmol), 3-(methyl(phenyl)amino)-3-oxopropanoic acid 31 (46 mg, 0.26 mmol) (scheme 10), and EDC (45 mg, 0.24 mmol) in DMF (2.8 mL) was stirred overnight at room temperature. More 31 (45 mg, 0.26 mmol) and EDC (45 mg, 0.24 mmol) were added and the mixture stirred 6 h more. The mixture was diluted with EtOAc, washed with water, dried over anhydrous Na2SO4, and concentrated under re...